describe an organic reaction: reactants, conditions, products, and yield From a dataset of the Open Reaction Database (ORD), a public repository of structured organic reaction records. The reactants are COC(=O)C1=CC2=CC=C(C=C2C=C1)C(=O)OC (Dimethyl-2,6-naphthalenedicarboxylate), COC(=O)C1=CC2=CC=C(C=C2C=C1)C(=O)OC (dimethyl-2,6-naphthalenedicarboxylate). The reagents and catalysts are [Cr].[Co] (Hastelloy C). Product: C1=C(C=CC2=CC(=CC=C12)C(=O)O)C(=O)O (2,6-naphthalenedicarboxylic acid). Reaction SMILES: C[O:2][C:3]([C:5]1[CH:14]=[CH:13][C:12]2[C:7](=[CH:8][CH:9]=[C:10]([C:15]([O:17]C)=[O:16])[CH:11]=2)[CH:6]=1)=[O:4]>[Cr].[Co]>[CH:11]1[C:12]2[C:7](=[CH:6][C:5]([C:3]([OH:4])=[O:2])=[CH:14][CH:13]=2)[CH:8]=[CH:9][C:10]=1[C:15]([OH:17])=[O:16] |f:1.2|. Procedure: Dimethyl-2,6-naphthalenedicarboxylate was hydrolyzed at elevated temperatures and elevated pressures in the batch-mode in a stirred, 300 ml Hastelloy C autoclave reactor. 37.5 Grams of dimethyl-2,6-naphthalenedicarboxylate were charged to the reactor. No catalyst was used. The 2,6-NDA product was separated from the mother liquor by filtration at room temperature followed by washing with about 150 grams of water. The reaction time, temperature, pressure and analysis of the resulting 2,6-naphthale...